From a dataset of the Open Reaction Database (ORD), a public repository of structured organic reaction records. describe an organic reaction: reactants, conditions, products, and yield Starting materials: C(C)OC(C[C@@H](CC1=C(C=CC=C1)Cl)NC(C1=CC(=C(C=C1)C)Br)=O)=O ((R)-3-(3-Bromo-4-methyl-benzoylamino)-4-(2-chloro-phenyl)-butyric acid ethyl ester), [OH-].[Na+] (NaOH), C(C)(C)(C)OC(=O)C1=C(C=CC=C1)B1OC(C)(C)C(C)(C)O1 (2-t-butoxycarbonylphenylboronic acid pinacol ester), C(=O)([O-])[O-].[K+].[K+] (K2CO3). Reagents/catalysts: C=1C=CC(=CC1)[P](C=2C=CC=CC2)(C=3C=CC=CC3)[Pd]([P](C=4C=CC=CC4)(C=5C=CC=CC5)C=6C=CC=CC6)([P](C=7C=CC=CC7)(C=8C=CC=CC8)C=9C=CC=CC9)[P](C=1C=CC=CC1)(C=1C=CC=CC1)C=1C=CC=CC1 (Pd(PPh3)4). The solvent is O (water), C1(=CC=CC=C1)C (Toluene), C1CCOC1 (THF), CCO (EtOH), CCOC(=O)C (EtOAc). Reaction conditions: temperature 100 celsius. The product is C(=O)(O)C[C@@H](CC1=C(C=CC=C1)Cl)NC(=O)C=1C=CC(=C(C1)C=1C(=CC=CC1)C(=O)O)C (5′-[(R)-2-Carboxy-1-(2-chloro-benzyl)-ethylcarbamoyl]-2′-methyl-biphenyl-2-carboxylic Acid). As a reaction SMILES: C([O:3][C:4](=[O:26])[CH2:5][C@H:6]([NH:15][C:16](=[O:25])[C:17]1[CH:22]=[CH:21][C:20]([CH3:23])=[C:19](Br)[CH:18]=1)[CH2:7][C:8]1[CH:13]=[CH:12][CH:11]=[CH:10][C:9]=1[Cl:14])C.C([O:31][C:32]([C:34]1[CH:39]=[CH:38][CH:37]=[CH:36][C:35]=1B1OC(C)(C)C(C)(C)O1)=[O:33])(C)(C)C.C([O-])([O-])=O.[K+].[K+].[OH-].[Na+]>O.C1C=CC([P]([Pd]([P](C2C=CC=CC=2)(C2C=CC=CC=2)C2C=CC=CC=2)([P](C2C=CC=CC=2)(C2C=CC=CC=2)C2C=CC=CC=2)[P](C2C=CC=CC=2)(C2C=CC=CC=2)C2C=CC=CC=2)(C2C=CC=CC=2)C2C=CC=CC=2)=CC=1.CCOC(C)=O.C1COCC1.CCO.C1(C)C=CC=CC=1>[C:4]([CH2:5][C@H:6]([NH:15][C:16]([C:17]1[CH:22]=[CH:21][C:20]([CH3:23])=[C:19]([C:35]2[C:34]([C:32]([OH:33])=[O:31])=[CH:39][CH:38]=[CH:37][CH:36]=2)[CH:18]=1)=[O:25])[CH2:7][C:8]1[CH:13]=[CH:12][CH:11]=[CH:10][C:9]=1[Cl:14])([OH:3])=[O:26] |f:2.3.4,5.6,^1:61,63,82,101|. Reported procedure: (R)-3-(3-Bromo-4-methyl-benzoylamino)-4-(2-chloro-phenyl)-butyric acid ethyl ester (103 mg, 235 μmol, 1.0 eq.) was combined with 2-t-butoxycarbonylphenylboronic acid pinacol ester (85.9 mg, 282 μmol, 1.2 eq.). Toluene (328 μL) was added followed by EtOH (180 μL) then K2CO3 (65.1 mg, 471 μmol, 2.0 eq.) predissolved in water (61.5 μL). The mixture was stirred to aid in dissolution. The reaction vessel was purged with nitrogen then Pd(PPh3)4 (27.2 mg, 23.5 μmol) was added quickly. The reaction vess...